This data is from the Open Reaction Database (ORD), a public repository of structured organic reaction records. The task is: describe an organic reaction: reactants, conditions, products, and yield Reactants: Cc1c(C(=O)O)ccc2c1OC(C(O[SiH](C)C)C(C)(C)C)CO2, ClCCl, CCOC(C)=O, C(=NC1CCCCC1)=NC1CCCCC1, Oc1c(F)c(F)c(F)c(F)c1F, O. Product: Cc1c(C(=O)Oc2c(F)c(F)c(F)c(F)c2F)ccc2c1OC(C(O[SiH](C)C)C(C)(C)C)CO2. As a reaction SMILES: [C:1]([CH3:2])([CH3:3])([CH3:4])[CH:5]([CH:6]1[O:7][c:8]2[c:9]([cH:12][cH:13][c:14]([C:17](=[O:18])[OH:19])[c:15]2[CH3:16])[O:10][CH2:11]1)[O:20][SiH:21]([CH3:22])[CH3:23].[CH2:51]([Cl:52])[Cl:53].[CH3:55][CH2:56][O:57][C:58](=[O:59])[CH3:60].[CH:36]1([N:37]=[C:38]=[N:39][CH:40]2[CH2:41][CH2:42][CH2:43][CH2:44][CH2:45]2)[CH2:46][CH2:47][CH2:48][CH2:49][CH2:50]1.[F:24][c:25]1[c:26]([F:35])[c:27]([F:34])[c:28]([F:33])[c:29]([F:32])[c:30]1[OH:31].[OH2:54]>>[C:1]([CH3:2])([CH3:3])([CH3:4])[CH:5]([CH:6]1[O:7][c:8]2[c:9]([cH:12][cH:13][c:14]([C:17]([O:18][c:30]3[c:25]([F:24])[c:26]([F:35])[c:27]([F:34])[c:28]([F:33])[c:29]3[F:32])=[O:19])[c:15]2[CH3:16])[O:10][CH2:11]1)[O:20][SiH:21]([CH3:22])[CH3:23]. Starting materials: C1CCOC1, C1COCCO1, C1COCCO1, CC(C)(C)OC(=O)C(O)N1C(=O)C(NC(c2ccccc2)(c2ccccc2)c2ccccc2)C1SCC#CCOC1CCCCO1, O=S(Cl)Cl, c1ccncc1. The product is CC(C)(C)OC(=O)C(Cl)N1C(=O)C(NC(c2ccccc2)(c2ccccc2)c2ccccc2)C1SCC#CCOC1CCCCO1. Reaction SMILES: [CH2:57]1[O:58][CH2:59][CH2:60][CH2:61]1.[O:62]1[CH2:63][CH2:64][O:65][CH2:66][CH2:67]1.[O:68]1[CH2:69][CH2:70][O:71][CH2:72][CH2:73]1.[OH:1][CH:2]([C:3](=[O:4])[O:5][C:6]([CH3:7])([CH3:8])[CH3:9])[N:10]1[C:11](=[O:46])[CH:12]([NH:26][C:27]([c:28]2[cH:29][cH:30][cH:31][cH:32][cH:33]2)([c:34]2[cH:35][cH:36][cH:37][cH:38][cH:39]2)[c:40]2[cH:41][cH:42][cH:43][cH:44][cH:45]2)[CH:13]1[S:14][CH2:15][C:16]#[C:17][CH2:18][O:19][CH:20]1[O:21][CH2:22][CH2:23][CH2:24][CH2:25]1.[S:53]([Cl:54])([Cl:55])=[O:56].[cH:47]1[cH:48][cH:49][n:50][cH:51][cH:52]1>>[CH:2]([C:3](=[O:4])[O:5][C:6]([CH3:7])([CH3:8])[CH3:9])([N:10]1[C:11](=[O:46])[CH:12]([NH:26][C:27]([c:28]2[cH:29][cH:30][cH:31][cH:32][cH:33]2)([c:34]2[cH:35][cH:36][cH:37][cH:38][cH:39]2)[c:40]2[cH:41][cH:42][cH:43][cH:44][cH:45]2)[CH:13]1[S:14][CH2:15][C:16]#[C:17][CH2:18][O:19][CH:20]1[O:21][CH2:22][CH2:23][CH2:24][CH2:25]1)[Cl:55]. Reactants: O=C([O-])[O-], CN(C)C=O, O=C1NCC(CCl)O1, [Cs+], [Cs+], O=C1Nc2ccccc2C12COc1cc3c(cc12)OCO3. Yields the product O=C1NCC(CN2C(=O)C3(COc4cc5c(cc43)OCO5)c3ccccc32)O1. Reaction SMILES: [C:30](=[O:31])([O-:32])[O-:33].[CH3:36][N:37]([CH3:38])[CH:39]=[O:40].[Cl:22][CH2:23][CH:24]1[CH2:25][NH:26][C:27](=[O:29])[O:28]1.[Cs+:34].[Cs+:35].[NH:1]1[C:2](=[O:21])[C:3]2([CH2:4][O:5][c:6]3[c:7]2[cH:8][c:9]2[c:10]([cH:14]3)[O:11][CH2:12][O:13]2)[c:15]2[cH:16][cH:17][cH:18][cH:19][c:20]21>>[N:1]1([CH2:23][CH:24]2[CH2:25][NH:26][C:27](=[O:29])[O:28]2)[C:2](=[O:21])[C:3]2([CH2:4][O:5][c:6]3[c:7]2[cH:8][c:9]2[c:10]([cH:14]3)[O:11][CH2:12][O:13]2)[c:15]2[cH:16][cH:17][cH:18][cH:19][c:20]21. The reactants are OCCCOCc1ccccc1, C1CCOC1, COC(=O)c1cc(O)cc(N2CCCC2=O)c1, CCOC(=O)N=NC(=O)OCC, c1ccc(P(c2ccccc2)c2ccccc2)cc1. Product: COC(=O)c1cc(OCCCOCc2ccccc2)cc(N2CCCC2=O)c1. RXN SMILES: [CH2:18]([c:19]1[cH:20][cH:21][cH:22][cH:23][cH:24]1)[O:25][CH2:26][CH2:27][CH2:28][OH:29].[CH2:61]1[O:62][CH2:63][CH2:64][CH2:65]1.[CH3:1][O:2][C:3]([c:4]1[cH:5][c:6]([OH:16])[cH:7][c:8]([N:10]2[C:11](=[O:15])[CH2:12][CH2:13][CH2:14]2)[cH:9]1)=[O:17].[O:49]=[C:50]([O:51][CH2:52][CH3:53])[N:54]=[N:55][C:56]([O:57][CH2:58][CH3:59])=[O:60].[c:30]1([P:31]([c:32]2[cH:33][cH:34][cH:35][cH:36][cH:37]2)[c:38]2[cH:39][cH:40][cH:41][cH:42][cH:43]2)[cH:44][cH:45][cH:46][cH:47][cH:48]1>>[CH3:1][O:2][C:3]([c:4]1[cH:5][c:6]([O:16][CH2:28][CH2:27][CH2:26][O:25][CH2:18][c:19]2[cH:20][cH:21][cH:22][cH:23][cH:24]2)[cH:7][c:8]([N:10]2[C:11](=[O:15])[CH2:12][CH2:13][CH2:14]2)[cH:9]1)=[O:17]. Starting materials: Cl.N[C@@H](C(=O)N(C)C1=CC=CC2=CC=C(C=C12)O)C ((R)-2-Amino-N-(7-hydroxynaphthalen-1yl)-N-methylpropionamide hydrochloride), [BH3-]C#N.[Na+] (NaCNBH3), C(#N)C1=C(C=C(CN2C=NC=C2C=O)C=C1)F (1-(4-cyano-3-fluorobenzyl)-5-imidazolecarboxaldehyde), C(C)(C)N(C(C)C)CC (N,N-diisopropylethylamine). Solvent: CO (MeOH), C(C)(=O)O (Acetic acid), CC(=O)O (AcOH). Reaction conditions: time 1 hour. Product: C(#N)C1=C(C=C(CN2C=NC=C2CN[C@@H](C(=O)N(C)C2=CC=CC3=CC=C(C=C23)O)C)C=C1)F ((R)-2-{[3-(4-Cyano-3-fluorobenzyl)-3H-imidazol-4-ylmethyl]amino}-N-(7-hydroxynaphthalen-1-yl)-N-methylpropionamide). RXN SMILES: Cl.[NH2:2][C@H:3]([CH3:19])[C:4]([N:6]([C:8]1[C:17]2[C:12](=[CH:13][CH:14]=[C:15]([OH:18])[CH:16]=2)[CH:11]=[CH:10][CH:9]=1)[CH3:7])=[O:5].[C:20]([C:22]1[CH:35]=[CH:34][C:25]([CH2:26][N:27]2[C:31]([CH:32]=O)=[CH:30][N:29]=[CH:28]2)=[CH:24][C:23]=1[F:36])#[N:21].C(N(CC)C(C)C)(C)C.[BH3-]C#N.[Na+]>CO.CC(O)=O>[C:20]([C:22]1[CH:35]=[CH:34][C:25]([CH2:26][N:27]2[C:31]([CH2:32][NH:2][C@H:3]([CH3:19])[C:4]([N:6]([C:8]3[C:17]4[C:12](=[CH:13][CH:14]=[C:15]([OH:18])[CH:16]=4)[CH:11]=[CH:10][CH:9]=3)[CH3:7])=[O:5])=[CH:30][N:29]=[CH:28]2)=[CH:24][C:23]=1[F:36])#[N:21] |f:0.1,4.5|. Procedure: (R)-2-Amino-N-(7-hydroxynaphthalen-1yl)-N-methylpropionamide hydrochloride, as described above in Step D, (109 mg, 0.39 mmol) and 1-(4-cyano-3-fluorobenzyl)-5-imidazolecarboxaldehyde, as described in Example 4, Step G, (89 mg, 0.39 mmol), were stirred in MeOH (2 mL) and was neutralized with N,N-diisopropylethylamine. Acetic acid was then added dropwise to adjust the mixture to ca. pH 5, as judged by wetted pH paper. The mixture was stirred for 1 hr at ambient temperature, then NaCNBH3 (32 mg, 0....